This data is from the Open Reaction Database (ORD), a public repository of structured organic reaction records. The task is: describe an organic reaction: reactants, conditions, products, and yield The reactants are CCOCC, CNCc1cc2nc(Cl)nc(N3CCOCC3)c2s1, O=Cc1ccccn1. Yields the product CN(Cc1ccccn1)Cc1cc2nc(Cl)nc(N3CCOCC3)c2s1. Reaction SMILES: [CH3:28][CH2:29][O:30][CH2:31][CH3:32].[Cl:1][c:2]1[n:3][c:4]([N:14]2[CH2:15][CH2:16][O:17][CH2:18][CH2:19]2)[c:5]2[c:6]([n:7]1)[cH:8][c:9]([CH2:11][NH:12][CH3:13])[s:10]2.[n:20]1[c:21]([CH:26]=[O:27])[cH:22][cH:23][cH:24][cH:25]1>>[Cl:1][c:2]1[n:3][c:4]([N:14]2[CH2:15][CH2:16][O:17][CH2:18][CH2:19]2)[c:5]2[c:6]([n:7]1)[cH:8][c:9]([CH2:11][N:12]([CH3:13])[CH2:26][c:21]1[n:20][cH:25][cH:24][cH:23][cH:22]1)[s:10]2.